Dataset: the Open Reaction Database (ORD), a public repository of structured organic reaction records. Task: describe an organic reaction: reactants, conditions, products, and yield Starting materials: CCCc1nc2ccc(-c3nc4cccnc4n3C)cc2n1Cc1ccc(-c2ccccc2C(=O)OC(C)(C)C)cc1, ClCCl, O=C(O)C(F)(F)F. Product: CCCc1nc2ccc(-c3nc4cccnc4n3C)cc2n1Cc1ccc(-c2ccccc2C(=O)O)cc1. RXN SMILES: [CH2:1]([CH2:2][CH3:3])[c:4]1[n:5][c:6]2[c:7]([n:8]1[CH2:9][c:10]1[cH:11][cH:12][c:13](-[c:16]3[c:17]([C:22](=[O:23])[O:24][C:25]([CH3:26])([CH3:27])[CH3:28])[cH:18][cH:19][cH:20][cH:21]3)[cH:14][cH:15]1)[cH:29][c:30](-[c:33]1[n:34][c:35]3[c:36]([n:37][cH:38][cH:39][cH:40]3)[n:41]1[CH3:42])[cH:31][cH:32]2.[CH2:50]([Cl:51])[Cl:52].[OH:43][C:44]([C:45]([F:46])([F:47])[F:48])=[O:49]>>[CH2:1]([CH2:2][CH3:3])[c:4]1[n:5][c:6]2[c:7]([n:8]1[CH2:9][c:10]1[cH:11][cH:12][c:13](-[c:16]3[c:17]([C:22](=[O:23])[OH:24])[cH:18][cH:19][cH:20][cH:21]3)[cH:14][cH:15]1)[cH:29][c:30](-[c:33]1[n:34][c:35]3[c:36]([n:37][cH:38][cH:39][cH:40]3)[n:41]1[CH3:42])[cH:31][cH:32]2. Reactants: NC1=C(C=CC=C1C)S(=O)(=O)NC(C)C (2-amino-3-methyl-N-(1-methylethyl)benzenesulfonamide), N1=CC=CC=C1 (pyridine), FC(OC1=CC=C(C(=O)Cl)C=C1)(F)F (4-(trifluoromethoxy)benzoyl chloride). The solvent is C(Cl)(Cl)Cl (chloroform). Reaction conditions: time 8 hour. Product: CC1=C(C(=CC=C1)S(=O)(=O)NC(C)C)NC(C1=CC=C(C=C1)OC(F)(F)F)=O (N-[2-methyl-6-[[(1-methylethyl)amino]sulfonyl]phenyl]-4-(trifluoromethoxy)benzamide). The yield is 17.2%. As a reaction SMILES: [NH2:1][C:2]1[C:7]([CH3:8])=[CH:6][CH:5]=[CH:4][C:3]=1[S:9]([NH:12][CH:13]([CH3:15])[CH3:14])(=[O:11])=[O:10].N1C=CC=CC=1.[F:22][C:23]([F:35])([F:34])[O:24][C:25]1[CH:33]=[CH:32][C:28]([C:29](Cl)=[O:30])=[CH:27][CH:26]=1>C(Cl)(Cl)Cl>[CH3:8][C:7]1[CH:6]=[CH:5][CH:4]=[C:3]([S:9]([NH:12][CH:13]([CH3:15])[CH3:14])(=[O:11])=[O:10])[C:2]=1[NH:1][C:29](=[O:30])[C:28]1[CH:32]=[CH:33][C:25]([O:24][C:23]([F:22])([F:34])[F:35])=[CH:26][CH:27]=1. Procedure details: To 0.30 g (1.4 mmol) of the material from Step B in 5 mL of chloroform was added 0.28 ml (3.5 mmol) of pyridine and 0.27 mL (1.7 mmol) of 4-(trifluoromethoxy)benzoyl chloride. The reaction mixture was stirred overnight at room temperature and then heated at reflux for 5 hours. After cooling to room temperature the reaction mixture was washed with 1N HCl, dried (sodium sulfate) and filtered. The volatiles were removed with a rotary evaporator. The residue was purified by MPLC (5–25% ethyl acetate... The reactants are C(#N)N=C(N)N (dicyandiamide), P(OC1=CC=CC=C1)(OC1=CC=CC=C1)[O-] (DPP), P(OC1=CC=CC=C1)(OC1=CC=CC=C1)[O-] (diphenyl phosphite), C(#N)N=C(N)N (DICY). Reaction conditions: temperature 120 celsius, time 4 hour. Product: P(OC1=CC=CC=C1)(OC1=CC=CC=C1)[O-].C(#N)N=C(N)N (DPP DICY). Reaction SMILES: [C:1]([N:3]=[C:4]([NH2:6])[NH2:5])#[N:2].[P:7]([O-:22])([O:15][C:16]1[CH:21]=[CH:20][CH:19]=[CH:18][CH:17]=1)[O:8][C:9]1[CH:14]=[CH:13][CH:12]=[CH:11][CH:10]=1>>[P:7]([O-:22])([O:15][C:16]1[CH:21]=[CH:20][CH:19]=[CH:18][CH:17]=1)[O:8][C:9]1[CH:10]=[CH:11][CH:12]=[CH:13][CH:14]=1.[C:1]([N:3]=[C:4]([NH2:6])[NH2:5])#[N:2] |f:2.3|. Reported procedure: To an one liter four-inlet flask equipped with a thermocouple and temperature controller, a reflux condenser, a nitrogen feed and a mechanical stirrer, 1 mole (86 g) dicyandiamide (DICY) was added, heated to 120° C. and then stirred to a molten state. 1 mole (234 g) diphenyl phosphite (DPP) was added slowly to the molten DICY, and the resulting mixture was heated gradually to a temperature of 190° C. when the addition of DPP was completed. The addition reaction was continued for 4 hours. The rea... Reactants: CCCCC12CCC(=O)C(Br)=C1c1ccc(OC)cc1C2, c1ccc(C[Sn]23CCCN(CCC2)CCC3)cc1, Cc1ccccc1, c1ccc(P(c2ccccc2)(c2ccccc2)[Pd](P(c2ccccc2)(c2ccccc2)c2ccccc2)(P(c2ccccc2)(c2ccccc2)c2ccccc2)P(c2ccccc2)(c2ccccc2)c2ccccc2)cc1. Product: CCCCC12CCC(=O)C(Cc3ccccc3)=C1c1ccc(OC)cc1C2. As a reaction SMILES: [Br:1][C:2]1=[C:14]2[C:6]([CH2:17][CH2:18][CH2:19][CH3:20])([CH2:5][CH2:4][C:3]1=[O:21])[CH2:7][c:8]1[cH:9][c:10]([O:15][CH3:16])[cH:11][cH:12][c:13]12.[CH2:22]([c:23]1[cH:24][cH:25][cH:26][cH:27][cH:28]1)[Sn:29]12[CH2:30][CH2:31][CH2:32][N:33]([CH2:34][CH2:35][CH2:36]1)[CH2:37][CH2:38][CH2:39]2.[CH3:40][c:41]1[cH:42][cH:43][cH:44][cH:45][cH:46]1.[cH:47]1[cH:48][cH:49][c:50]([P:51]([Pd:52]([P:53]([c:54]2[cH:55][cH:56][cH:57][cH:58][cH:59]2)([c:60]2[cH:61][cH:62][cH:63][cH:64][cH:65]2)[c:66]2[cH:67][cH:68][cH:69][cH:70][cH:71]2)([P:72]([c:73]2[cH:74][cH:75][cH:76][cH:77][cH:78]2)([c:79]2[cH:80][cH:81][cH:82][cH:83][cH:84]2)[c:85]2[cH:86][cH:87][cH:88][cH:89][cH:90]2)[P:91]([c:92]2[cH:93][cH:94][cH:95][cH:96][cH:97]2)([c:98]2[cH:99][cH:100][cH:101][cH:102][cH:103]2)[c:104]2[cH:105][cH:106][cH:107][cH:108][cH:109]2)([c:110]2[cH:111][cH:112][cH:113][cH:114][cH:115]2)[c:116]2[cH:117][cH:118][cH:119][cH:120][cH:121]2)[cH:122][cH:123]1>>[C:2]1([CH2:22][c:23]2[cH:24][cH:25][cH:26][cH:27][cH:28]2)=[C:14]2[C:6]([CH2:17][CH2:18][CH2:19][CH3:20])([CH2:5][CH2:4][C:3]1=[O:21])[CH2:7][c:8]1[cH:9][c:10]([O:15][CH3:16])[cH:11][cH:12][c:13]12.